Dataset: the Open Reaction Database (ORD), a public repository of structured organic reaction records. Task: describe an organic reaction: reactants, conditions, products, and yield Starting materials: BrC1=NC(=CC2=CC=CC=C12)N (1-Bromo-3-aminoisoquinoline), N1CCOCC1 (morpholine). Product: N1(CCOCC1)C1=NC(=CC2=CC=CC=C12)N (1-morpholinyl-3-aminoisoquinoline). The yield is 92.0%. As a reaction SMILES: Br[C:2]1[C:11]2[C:6](=[CH:7][CH:8]=[CH:9][CH:10]=2)[CH:5]=[C:4]([NH2:12])[N:3]=1.[NH:13]1[CH2:18][CH2:17][O:16][CH2:15][CH2:14]1>>[N:13]1([C:2]2[C:11]3[C:6](=[CH:7][CH:8]=[CH:9][CH:10]=3)[CH:5]=[C:4]([NH2:12])[N:3]=2)[CH2:18][CH2:17][O:16][CH2:15][CH2:14]1. Procedure: 1-Bromo-3-aminoisoquinoline is reacted with an equimolar quantity of morpholine as described in Example 1 to give 1-morpholinyl-3-aminoisoquinoline. The reactants are C(CCC)N(C1=CC=C(C=C1)C=CC1=CC=C(C=O)C=C1)CCCC (4-[2-(4-dibutylaminophenyl)vinyl]benzaldehyde), C(#N)C=1C(OC(C1C)(C)C)=C(C#N)C#N (2-(3-cyano-4,5,5-trimethyl-2(5H)-furanylidene]propanedinitrile), C(C)(=O)[O-].[NH4+] (ammonium acetate). Run in C(C)O.O1CCCC1 (ethanol tetrahydrofuran). Product: C(CCC)N(C1=CC=C(C=C1)C=CC1=CC=C(C=C1)C=CC1=C(C(OC1(C)C)=C(C#N)C#N)C#N)CCCC (2-[4-[2-[4-[2-(4-dibutylaminophenyl)vinyl]phenyl]vinyl]-3-cyano-5,5-dimethyl-2(5H)-furanylidene]propanedinitrile). Yield: 87.8%. RXN SMILES: [CH2:1]([N:5]([CH2:22][CH2:23][CH2:24][CH3:25])[C:6]1[CH:11]=[CH:10][C:9]([CH:12]=[CH:13][C:14]2[CH:21]=[CH:20][C:17]([CH:18]=O)=[CH:16][CH:15]=2)=[CH:8][CH:7]=1)[CH2:2][CH2:3][CH3:4].[C:26]([C:28]1[C:29](=[C:36]([C:39]#[N:40])[C:37]#[N:38])[O:30][C:31]([CH3:35])([CH3:34])[C:32]=1[CH3:33])#[N:27].C([O-])(=O)C.[NH4+]>C(O)C.O1CCCC1>[CH2:22]([N:5]([CH2:1][CH2:2][CH2:3][CH3:4])[C:6]1[CH:11]=[CH:10][C:9]([CH:12]=[CH:13][C:14]2[CH:21]=[CH:20][C:17]([CH:18]=[CH:33][C:32]3[C:31]([CH3:34])([CH3:35])[O:30][C:29](=[C:36]([C:37]#[N:38])[C:39]#[N:40])[C:28]=3[C:26]#[N:27])=[CH:16][CH:15]=2)=[CH:8][CH:7]=1)[CH2:23][CH2:24][CH3:25] |f:2.3,4.5|. Procedure details: In an ethanol/tetrahydrofuran mixed solvent were dissolved 180 mg (0.54 mmol) of 4-[2-(4-dibutylaminophenyl)vinyl]benzaldehyde and 118 mg (0.59 mmol) of 2-(3-cyano-4,5,5-trimethyl-2(5H)-furanylidene]propanedinitrile. To this mixture, 46 mg (0.60 mmol) of ammonium acetate was added, and the mixture was stirred at room temperature. The solvent was evaporated off. The residue was purified by silica gel column chromatography and washed with ethanol to give 245 mg of a black crystal having a mp of 22... Reactants: N(=[N+]=[N-])C(C(=O)OC)=CC1=C(C=CC=C1)Br (methyl 2-azido-3-(2-bromophenyl)prop-2-enoate), product. Run in C1(=CC=CC=C1)C (toluene), C1(=CC=CC=C1)C (toluene). Yields the product BrC1=C2C=C(NC2=CC=C1)C(=O)OC (Methyl 4-bromo-1H-indole-2-carboxylate). Isolated yield 11.7%. As a reaction SMILES: [N:1]([C:4](=[CH:9][C:10]1[CH:15]=[CH:14][CH:13]=[CH:12][C:11]=1[Br:16])[C:5]([O:7][CH3:8])=[O:6])=[N+]=[N-]>C1(C)C=CC=CC=1>[Br:16][C:11]1[CH:12]=[CH:13][CH:14]=[C:15]2[C:10]=1[CH:9]=[C:4]([C:5]([O:7][CH3:8])=[O:6])[NH:1]2. Procedure: A solution of 116 g (0.41 mol) of methyl 2-azido-3-(2-bromophenyl)prop-2-enoate in 1.5 l of toluene is added dropwise over 4 h, with mechanical stirring, to a solution of 2 l of toluene heated to reflux and reflux is maintained for an additional 1 h. The solvent is evaporated under reduced pressure and the residue is taken up in 2 l of cyclohexane. The precipitate is collected by filtration, washed with toluene and dried under reduced pressure 37.85 g (149 mmol) of product are isolated. The moth... Reactants: FC=1C=C2C(C(=CN(C2=C(C1F)F)C(C)C)C(=O)O)=O (6,7,8-trifluoro-1,4-dihydro-1-(1-methylethyl)-4-oxo-3-quinolinecarboxylic acid), C(C)NCC1CNCC1 (3-[(ethylamino)methyl]pyrrolidine), N12CCCCCC2=NCCC1 (1,8-diazabicyclo[5.4.0]undec-7-ene). Solvent: C(C)#N (acetonitrile). Product: C(C)NCC1CN(CC1)C1=C(C=C2C(C(=CN(C2=C1F)C(C)C)C(=O)O)=O)F (7-[3-[(Ethylamino)methyl]-1-pyrrolidinyl]-6,8-difluoro-1,4-dihydro-1-(1-methylethyl)-4-oxo-3-quinolinecaroxylic Acid). Yield: 73.7%. As a reaction SMILES: [F:1][C:2]1[CH:3]=[C:4]2[C:9](=[C:10]([F:13])[C:11]=1F)[N:8]([CH:14]([CH3:16])[CH3:15])[CH:7]=[C:6]([C:17]([OH:19])=[O:18])[C:5]2=[O:20].[CH2:21]([NH:23][CH2:24][CH:25]1[CH2:29][CH2:28][NH:27][CH2:26]1)[CH3:22].N12CCCN=C1CCCCC2>C(#N)C>[CH2:21]([NH:23][CH2:24][CH:25]1[CH2:29][CH2:28][N:27]([C:11]2[C:10]([F:13])=[C:9]3[C:4]([C:5](=[O:20])[C:6]([C:17]([OH:19])=[O:18])=[CH:7][N:8]3[CH:14]([CH3:16])[CH3:15])=[CH:3][C:2]=2[F:1])[CH2:26]1)[CH3:22]. Reported procedure: A solution of 0.57 g (2.0 mmol) of 6,7,8-trifluoro-1,4-dihydro-1-(1-methylethyl)-4-oxo-3-quinolinecarboxylic acid, 0.32 ml (2.2 mmol) of 3-[(ethylamino)methyl]pyrrolidine, 0.30 ml (2.0 mmol) of 1,8-diazabicyclo[5.4.0]undec-7-ene and 15 ml of acetonitrile was heated under reflux for one hour. After cooling to room temperature the mixture was filtered and the solid washed with acetonitrile and methanol to give 0.58 g of the title compound, mp 230°-231° C. Yields the product N#Cc1cc(C(=O)c2ccc(C(=O)O)cc2)n2c1ccc1ccccc12. As a reaction SMILES: [C:1](#[N:2])[c:3]1[cH:4][c:5]([C:16]([c:17]2[cH:18][cH:19][c:20]([C:23](=[O:24])[O:25][CH3:26])[cH:21][cH:22]2)=[O:27])[n:6]2[c:7]1[cH:8][cH:9][c:10]1[cH:11][cH:12][cH:13][cH:14][c:15]21.[CH2:31]1[O:32][CH2:33][CH2:34][CH2:35]1.[CH2:36]([OH:37])[CH3:38].[ClH:30].[Na+:29].[OH-:28]>>[C:1](#[N:2])[c:3]1[cH:4][c:5]([C:16]([c:17]2[cH:18][cH:19][c:20]([C:23](=[O:24])[OH:25])[cH:21][cH:22]2)=[O:27])[n:6]2[c:7]1[cH:8][cH:9][c:10]1[cH:11][cH:12][cH:13][cH:14][c:15]21. Reactants: COC(=O)c1ccc(C(=O)c2cc(C#N)c3ccc4ccccc4n23)cc1, C1CCOC1, CCO, Cl, [Na+], [OH-]. Reactants: O1CC(CC1)CNCC (N-{(tetrahydro-3-furanyl)methyl}-N-ethylamine), CSC(N[N+](=O)[O-])=NC (S-methyl-N-nitro-N'-methyisothiourea). Reagents/catalysts: CN(C)C=1C=CN=CC1 (DMAP). The solvent is C(C)O (ethanol). Product: O1CC(CC1)CN(C(=N[N+](=O)[O-])NC)CC (1-{(tetrahydro-3-furanyl)methyl}-1-ethyl-2-nitro-3-methylguanidine). Isolated yield 23.8%. RXN SMILES: [O:1]1[CH2:5][CH2:4][CH:3]([CH2:6][NH:7][CH2:8][CH3:9])[CH2:2]1.CS[C:12](=[N:17][CH3:18])[NH:13][N+:14]([O-:16])=[O:15]>CN(C1C=CN=CC=1)C.C(O)C>[O:1]1[CH2:5][CH2:4][CH:3]([CH2:6][N:7]([CH2:8][CH3:9])[C:12]([NH:17][CH3:18])=[N:13][N+:14]([O-:16])=[O:15])[CH2:2]1. Reported procedure: A mixture comprising 5.5 g of N-{(tetrahydro-3-furanyl)methyl}-N-ethylamine, 3.0 g of S-methyl-N-nitro-N'-methyisothiourea, 30 ml of ethanol and 0.5 g of DMAP was refluxed for 4 hours. Then, the reaction fluid was concentrated under a reduced pressure to obtain an oily matter, which was purified by column chromatography. 1.1 g of 1-{(tetrahydro-3-furanyl)methyl}-1-ethyl-2-nitro-3-methylguanidine were obtained. Reactants: CO, O=C=NC1CCCC1, Cc1csc(CC(NS(=O)C(C)(C)C)(c2cc(F)cc(C(F)(F)F)c2)c2ccc(Cl)cn2)n1, Cl, O=C(O)CC(O)(CC(=O)O)C(=O)O. Product: Cc1csc(CC(NC(=O)NC2CCCC2)(c2cc(F)cc(C(F)(F)F)c2)c2ccc(Cl)cn2)n1. Reaction SMILES: [CH3:56][OH:57].[CH:35]1([N:40]=[C:41]=[O:42])[CH2:36][CH2:37][CH2:38][CH2:39]1.[Cl:1][c:2]1[cH:3][cH:4][c:5]([C:8]([CH2:9][c:10]2[s:11][cH:12][c:13]([CH3:15])[n:14]2)([c:16]2[cH:17][c:18]([F:26])[cH:19][c:20]([C:22]([F:23])([F:24])[F:25])[cH:21]2)[NH:27][S:28]([C:29]([CH3:30])([CH3:31])[CH3:32])=[O:33])[n:6][cH:7]1.[ClH:34].[OH:43][C:44]([CH2:45][C:46]([C:47](=[O:48])[OH:49])([CH2:50][C:51](=[O:52])[OH:53])[OH:54])=[O:55]>>[Cl:1][c:2]1[cH:3][cH:4][c:5]([C:8]([CH2:9][c:10]2[s:11][cH:12][c:13]([CH3:15])[n:14]2)([c:16]2[cH:17][c:18]([F:26])[cH:19][c:20]([C:22]([F:23])([F:24])[F:25])[cH:21]2)[NH:27][C:41]([NH:40][CH:35]2[CH2:36][CH2:37][CH2:38][CH2:39]2)=[O:42])[n:6][cH:7]1.